Dataset: the Open Reaction Database (ORD), a public repository of structured organic reaction records. Task: describe an organic reaction: reactants, conditions, products, and yield Reactants: [H-].[Na+] (sodium hydride), Cl.ClCCN1CCCC1 (N-(2-chloroethyl)pyrrolidine hydrochloride), CN1C=2C(C(NC3=C1C=CC=C3)=O)=CSC2 (4,9-dihydro-4-methyl-10H-thieno[3,4-b][1,5]benzodiazepin-10-one). The solvent is CN(C=O)C (dimethylformamide). Run at time 18 hour. Yields the product CN1C=2C(C(N(C3=C1C=CC=C3)CCN3CCCC3)=O)=CSC2 (4,9-Dihydro-4-methyl-9-[2-(1-pyrrolidinyl)ethyl]-10H-thieno[3,4-b][1,5]benzodiazepin-10-one). Reaction SMILES: [H-].[Na+].Cl.Cl[CH2:5][CH2:6][N:7]1[CH2:11][CH2:10][CH2:9][CH2:8]1.[CH3:12][N:13]1[C:19]2[CH:20]=[CH:21][CH:22]=[CH:23][C:18]=2[NH:17][C:16](=[O:24])[C:15]2=[CH:25][S:26][CH:27]=[C:14]12>CN(C)C=O>[CH3:12][N:13]1[C:19]2[CH:20]=[CH:21][CH:22]=[CH:23][C:18]=2[N:17]([CH2:5][CH2:6][N:7]2[CH2:11][CH2:10][CH2:9][CH2:8]2)[C:16](=[O:24])[C:15]2=[CH:25][S:26][CH:27]=[C:14]12 |f:0.1,2.3|. Reported procedure: A mixture of 0.31 g. of 55% sodium hydride-mineral oil dispersion and 0.60 g. of N-(2-chloroethyl)pyrrolidine hydrochloride in 25 ml. of dry dimethylformamide is stirred at room temperature for 0.5 hours. To the mixture is added 0.40 g. of 4,9-dihydro-4-methyl-10H-thieno[3,4-b][1,5]benzodiazepin-10-one and stirring is continued for 18 hours. The reaction mixture is cooled, quenched with water, and extracted with chloroform. The dried chloroform extracts are concentrated to an oil which crystalli... The reactants are Cn1ccc2c(-n3cc(C(=O)O)c4cccnc43)ncnc21, ClC(Cl)Cl, O=S(Cl)Cl. The product is Cn1ccc2c(-n3cc(C(=O)Cl)c4cccnc43)ncnc21. RXN SMILES: [CH3:1][n:2]1[cH:3][cH:4][c:5]2[c:6]1[n:7][cH:8][n:9][c:10]2-[n:11]1[cH:12][c:13]([C:20](=[O:21])[OH:22])[c:14]2[c:15]1[n:16][cH:17][cH:18][cH:19]2.[CH:27]([Cl:28])([Cl:29])[Cl:30].[S:23]([Cl:24])([Cl:25])=[O:26]>>[CH3:1][n:2]1[cH:3][cH:4][c:5]2[c:6]1[n:7][cH:8][n:9][c:10]2-[n:11]1[cH:12][c:13]([C:20](=[O:22])[Cl:25])[c:14]2[c:15]1[n:16][cH:17][cH:18][cH:19]2. The reactants are C(C)C=1NC=2N(N1)N=C(C2CC2=CC=C(C=C2)C2=C(C=CC=C2)C2=NN=NN2C(C2=CC=CC=C2)(C2=CC=CC=C2)C2=CC=CC=C2)CC (2,6-diethyl-7-[[2'-(N-triphenylmethyl-tetrazol-5-yl)biphenyl-4-yl]methyl]-1H-pyrazolo[1,5-b][1,2,4]triazole), C(C)C=1N(C=2N(N1)N=C(C2)CC)CC2=CC=C(C=C2)C2=C(C=CC=C2)C2=NN=NN2C(C2=CC=CC=C2)(C2=CC=CC=C2)C2=CC=CC=C2 (2,6-diethyl-1-[[2'-(N-triphenylmethyl-tetrazol-5-yl)biphenyl-4-yl]methyl]-1H-pyrazolo[1,5-b][1,2,4]triazole), C(C)C=1N(C=2N(N1)N=C(C2)CC)CC2=CC=C(C=C2)C2=C(C=CC=C2)C2=NN=NN2C(C2=CC=CC=C2)(C2=CC=CC=C2)C2=CC=CC=C2 (2,6-diethyl-1-[[2'-(N-triphenylmethyl-tetrazol-5-yl)biphenyl-4-yl]methyl]-1H-pyrazolo[1,5-b][1,2,4]triazole), C(C)C=1NC=2N(N1)N=C(C2CC2=CC=C(C=C2)C2=C(C=CC=C2)C2=NN=NN2C(C2=CC=CC=C2)(C2=CC=CC=C2)C2=CC=CC=C2)CC (2,6-diethyl-7-[[2'-(N-triphenylmethyl-tetrazol-5-yl)biphenyl-4-yl]methyl]-1H-pyrazolo[1,5-b][1,2,4]triazole), C1(=CC=CC=C1)C(N1N=NN=C1C1=C(C=CC=C1)C1=CC=C(C=C1)CN1C(=C(C=2N1N=C(N2)CC)CC2=CC=C(C=C2)C2=C(C=CC=C2)C2=NN=NN2C(C2=CC=CC=C2)(C2=CC=CC=C2)C2=CC=CC=C2)CC)(C2=CC=CC=C2)C2=CC=CC=C2 (5,7-bis[[2'-(N-triphenylmethyl-tetrazol-5-yl)biphenyl-4-yl]methyl]-2,6-diethyl-5H-pyrazolo[1,5-b][1,2,4]triazole), C1(=CC=CC=C1)C(N1N=NN=C1C1=C(C=CC=C1)C1=CC=C(C=C1)CN1C(=C(C=2N1N=C(N2)CC)CC2=CC=C(C=C2)C2=C(C=CC=C2)C2=NN=NN2C(C2=CC=CC=C2)(C2=CC=CC=C2)C2=CC=CC=C2)CC)(C2=CC=CC=C2)C2=CC=CC=C2 (5,7-bis[[2'-(N-triphenylmethyl-tetrazol-5-yl)biphenyl-4-yl]methyl]-2,6-diethyl-5H-pyrazolo[1,5-b][1,2,4]triazole), C(C)C=1N=C2N(N1)N(C(=C2)CC)CC2=CC=C(C=C2)C2=C(C=CC=C2)C2=NN=NN2C(C2=CC=CC=C2)(C2=CC=CC=C2)C2=CC=CC=C2 (2,6-diethyl-5-[[2'-(N-triphenylmethyl-tetrazol-5-yl)biphenyl-4-yl]methyl]-5H-pyrazolo[1,5-b][1,2,4]triazole). Yields the product C(C)C=1N=C2N(N1)N(C(=C2)CC)CC2=CC=C(C=C2)C2=C(C=CC=C2)C2=NN=NN2C(C2=CC=CC=C2)(C2=CC=CC=C2)C2=CC=CC=C2 (2,6-diethyl-5-[[2'-(N-triphenylmethyl-tetrazol-5-yl)biphenyl-4-yl]methyl]-5H-pyrazolo[1,5-b][1,2,4]triazole), C(C)C=1NC=2N(N1)N=C(C2)CC (2,6-diethyl-1H-pyrazolo[1,5-b][1,2,4]triazole). RXN SMILES: [C:1]1([C:7]([C:81]2[CH:86]=[CH:85][CH:84]=[CH:83][CH:82]=2)([C:75]2[CH:80]=[CH:79][CH:78]=[CH:77][CH:76]=2)[N:8]2[C:12]([C:13]3[CH:18]=[CH:17][CH:16]=[CH:15][C:14]=3[C:19]3[CH:24]=[CH:23][C:22]([CH2:25][N:26]4[N:30]5[N:31]=[C:32]([CH2:34][CH3:35])[N:33]=[C:29]5[C:28](CC5C=CC(C6C=CC=CC=6C6N(C(C7C=CC=CC=7)(C7C=CC=CC=7)C7C=CC=CC=7)N=NN=6)=CC=5)=[C:27]4[CH2:73][CH3:74])=[CH:21][CH:20]=3)=[N:11][N:10]=[N:9]2)[CH:6]=[CH:5][CH:4]=[CH:3][CH:2]=1.[CH2:87]([C:89]1[N:90](CC2C=CC(C3C=CC=CC=3C3N(C(C4C=CC=CC=4)(C4C=CC=CC=4)C4C=CC=CC=4)N=NN=3)=CC=2)[C:91]2[N:92]([N:94]=[C:95]([CH2:97][CH3:98])[CH:96]=2)[N:93]=1)[CH3:88].C(C1NC2N(N=C(CC)C=2CC2C=CC(C3C=CC=CC=3C3N(C(C4C=CC=CC=4)(C4C=CC=CC=4)C4C=CC=CC=4)N=NN=3)=CC=2)N=1)C.C(C1N=C2C=C(CC)N(CC3C=CC(C4C=CC=CC=4C4N(C(C5C=CC=CC=5)(C5C=CC=CC=5)C5C=CC=CC=5)N=NN=4)=CC=3)N2N=1)C>>[CH2:34]([C:32]1[N:33]=[C:29]2[CH:28]=[C:27]([CH2:73][CH3:74])[N:26]([CH2:25][C:22]3[CH:21]=[CH:20][C:19]([C:14]4[CH:15]=[CH:16][CH:17]=[CH:18][C:13]=4[C:12]4[N:8]([C:7]([C:1]5[CH:6]=[CH:5][CH:4]=[CH:3][CH:2]=5)([C:81]5[CH:82]=[CH:83][CH:84]=[CH:85][CH:86]=5)[C:75]5[CH:76]=[CH:77][CH:78]=[CH:79][CH:80]=5)[N:9]=[N:10][N:11]=4)=[CH:24][CH:23]=3)[N:30]2[N:31]=1)[CH3:35].[CH2:87]([C:89]1[NH:90][C:91]2[N:92]([N:94]=[C:95]([CH2:97][CH3:98])[CH:96]=2)[N:93]=1)[CH3:88]. Procedure details: In the same manner as described in Example 38, 0.31 g of 5,7-bis[[2'-(N-triphenylmethyl-tetrazol-5-yl)biphenyl-4-yl]methyl]-2,6-diethyl-5H-pyrazolo[1,5-b][1,2,4]triazole (compound 48a), 2.60 g of 2,6-diethyl-1-[[2'-(N-triphenylmethyl-tetrazol-5-yl)biphenyl-4-yl]methyl]-1H-pyrazolo[1,5-b][1,2,4]triazole (compound 48b), 0.20 g of 2,6-diethyl-7-[[2'-(N-triphenylmethyl-tetrazol-5-yl)biphenyl-4-yl]methyl]-1H-pyrazolo[1,5-b][1,2,4]triazole (compound 48c) and 2.04 g of 2,6-diethyl-5-[[2'-(N-triphenylme... Starting materials: Cc1cc2nc3n(c2cc1C)CC(c1ccccn1)S3, O=C(OO)c1cccc(Cl)c1, O. The product is Cc1cc2nc3n(c2cc1C)CC(c1ccccn1)S3=O. Reaction SMILES: [CH3:1][c:2]1[c:3]([CH3:20])[cH:4][c:5]2[c:6]([n:7]3[c:8]([n:9]2)[S:10][CH:11]([c:13]2[n:14][cH:15][cH:16][cH:17][cH:18]2)[CH2:12]3)[cH:19]1.[Cl:21][c:22]1[cH:23][c:24]([C:29](=[O:26])[O:30][OH:31])[cH:25][cH:27][cH:28]1.[OH2:32]>>[CH3:1][c:2]1[c:3]([CH3:20])[cH:4][c:5]2[c:6]([n:7]3[c:8]([n:9]2)[S:10](=[O:26])[CH:11]([c:13]2[n:14][cH:15][cH:16][cH:17][cH:18]2)[CH2:12]3)[cH:19]1. Reactants: [BH4-], COCCOCOc1ccc(CCOC(C)=O)cc1OC, [Cl-], [Li+], [NH4+], C1CCOC1. The product is COCCOCOc1ccc(CCO)cc1OC. Reaction SMILES: [BH4-:1].[C:3](=[O:4])([CH3:5])[O:6][CH2:7][CH2:8][c:9]1[cH:10][c:11]([O:22][CH3:23])[c:12]([O:15][CH2:16][O:17][CH2:18][CH2:19][O:20][CH3:21])[cH:13][cH:14]1.[Cl-:24].[Li+:2].[NH4+:25].[O:26]1[CH2:27][CH2:28][CH2:29][CH2:30]1>>[OH:6][CH2:7][CH2:8][c:9]1[cH:10][c:11]([O:22][CH3:23])[c:12]([O:15][CH2:16][O:17][CH2:18][CH2:19][O:20][CH3:21])[cH:13][cH:14]1. The reactants are product, CNCCO (2-(methylamino)ethanol), C(C(=C)C)(=O)OCC1CO1 (glycidyl methacrylate), CNCCO (2-(methylamino)ethanol). Solvent: C(C(=C)C)(=O)OCC1CCCO1 (tetrahydrofurfuryl methacrylate), C(C(=C)C)(=O)OCC1CCCO1 (tetrahydrofurfuryl methacrylate). Yields the product C(C(=C)C)(=O)OCC(CN(C)CCO)O (2-hydroxy-3-((2-hydroxyethyl)(methyl)amino)propyl methacrylate). RXN SMILES: [CH3:1][NH:2][CH2:3][CH2:4][OH:5].[C:6]([O:11][CH2:12][CH:13]1[O:15][CH2:14]1)(=[O:10])[C:7]([CH3:9])=[CH2:8]>C(OCC1OCCC1)(=O)C(C)=C>[C:6]([O:11][CH2:12][CH:13]([OH:15])[CH2:14][N:2]([CH2:3][CH2:4][OH:5])[CH3:1])(=[O:10])[C:7]([CH3:9])=[CH2:8]. Reported procedure: 10.0 g (133.1 mmol) of 2-(methylamino)ethanol and 85 g of tetrahydrofurfuryl methacrylate were weighed into a 250 ml three-neck flask with magnetic stirrer bar, thermometer and reflux condenser. At room temperature, 19.5 g (137.1 mmol) of glycidyl methacrylate were slowly added dropwise while stirring constantly. In the course of this, slight exothermicity was observed, but the temperature never exceeded 70° C. After stirring at 70° C. for 6 hours, it was possible to detect only small traces of ... The reactants are CCOC(=O)CNC(=O)c1c(O)c2ccc(C)cc2oc1=O, CO, [Na+], C1CCOC1, [OH-], O. Yields the product Cc1ccc2c(O)c(C(=O)NCC(=O)O)c(=O)oc2c1. As a reaction SMILES: [CH2:1]([CH3:2])[O:3][C:4]([CH2:5][NH:6][C:7](=[O:8])[c:9]1[c:10](=[O:21])[o:11][c:12]2[cH:13][c:14]([CH3:20])[cH:15][cH:16][c:17]2[c:18]1[OH:19])=[O:22].[CH3:30][OH:31].[Na+:24].[O:25]1[CH2:26][CH2:27][CH2:28][CH2:29]1.[OH-:23].[OH2:32]>>[O:3]=[C:4]([CH2:5][NH:6][C:7](=[O:8])[c:9]1[c:10](=[O:21])[o:11][c:12]2[cH:13][c:14]([CH3:20])[cH:15][cH:16][c:17]2[c:18]1[OH:19])[OH:22].